This data is from the Open Reaction Database (ORD), a public repository of structured organic reaction records. The task is: describe an organic reaction: reactants, conditions, products, and yield Starting materials: CN(C=1C(=NC2=CC=C(C=C2N1)C(=O)[O-])C1=CN(C=C1)[Si](C(C)C)(C(C)C)C(C)C)C(C)C (3-[methyl(propan-2-yl)amino]-2-[1-[tris(propan-2-yl)silyl]-1H-pyrrol-3-yl]quinoxaline-6-carboxylate), CCCC[N+](CCCC)(CCCC)CCCC.[F-] (TBAF). Solvent: C1CCOC1 (THF). Run at time 10 minute. Product: CN(C=1C(=NC2=CC=C(C=C2N1)C(=O)OC)C1=CNC=C1)C(C)C (methyl 3-[methyl(propan-2-yl)amino]-2-(1H-pyrrol-3-yl)quinoxaline-6-carboxylate). Yield: 79.9%. Reaction SMILES: [CH3:1][N:2]([CH:31]([CH3:33])[CH3:32])[C:3]1[C:4]([C:16]2[CH:20]=[CH:19][N:18]([Si](C(C)C)(C(C)C)C(C)C)[CH:17]=2)=[N:5][C:6]2[C:11]([N:12]=1)=[CH:10][C:9]([C:13]([O-:15])=[O:14])=[CH:8][CH:7]=2.[CH3:34]CCC[N+](CCCC)(CCCC)CCCC.[F-]>C1COCC1>[CH3:1][N:2]([CH:31]([CH3:33])[CH3:32])[C:3]1[C:4]([C:16]2[CH:20]=[CH:19][NH:18][CH:17]=2)=[N:5][C:6]2[C:11]([N:12]=1)=[CH:10][C:9]([C:13]([O:15][CH3:34])=[O:14])=[CH:8][CH:7]=2 |f:1.2|. Reported procedure: To a solution of 3-[methyl(propan-2-yl)amino]-2-[1-[tris(propan-2-yl)silyl]-1H-pyrrol-3-yl]quinoxaline-6-carboxylate (130 mg, 0.27 mmol) in THF (10 mL) was added TBAF (71 mg, 0.27 mmol) with stirring for 10 min at room temperature. The resulting mixture was concentrated under vacuum, diluted with water (30 mL), and extracted with ethyl acetate (2×30 mL). The organic layers were combined, dried over anhydrous sodium sulfate, and the solids were collected via filtration. The resulting mixture was ... The reactants are C1(=C(C=CC=C1)N)N (o-phenylenediamine), O (water), ClC(=O)OCCCl (2-Chloroethyl chloroformate), [S-]C#N.[K+] (potassium thiocyanate). Solvent: C(C)#N (acetonitrile), C(C)#N (acetonitrile). Conditions: time 2 hour. The product is ClCCOC(=O)NC(=S)NC1=C(C=CC=C1)N (1-(2-chloroethoxycarbonyl)-3-(2-aminophenyl)thiourea). Yield: 54.4%. As a reaction SMILES: Cl[C:2]([O:4][CH2:5][CH2:6][Cl:7])=[O:3].[S-:8][C:9]#[N:10].[K+].[C:12]1([NH2:19])[CH:17]=[CH:16][CH:15]=[CH:14][C:13]=1[NH2:18].O>C(#N)C>[Cl:7][CH2:6][CH2:5][O:4][C:2]([NH:10][C:9]([NH:18][C:13]1[CH:14]=[CH:15][CH:16]=[CH:17][C:12]=1[NH2:19])=[S:8])=[O:3] |f:1.2|. Reported procedure: 2-Chloroethyl chloroformate (14.3 g; 0.10 mole) was added dropwise to a stirred suspension of potassium thiocyanate (11.7 g; 0.12 mole) in dry acetonitrile (100 ml). The temperature of the reaction mixture rose spontaneously to 40° C. and stirring was continued for two hours at 30° C. to 40° C. The reaction mixture was then filtered and the clear filtrate was added dropwise during fifteen minutes to a stirred suspension of o-phenylenediamine (10.8 g; 0.10 mole) in dry acetonitrile (50 ml), the t... Reactants: FC=1C=C(C=C(C1F)C(=O)N1CCN(CC1)C1=CC=C(C=C1)C(F)(F)F)S(=O)(=O)NC (3,4-Difluoro-N-methyl-5-[4-(4-trifluoromethyl-phenyl)-piperazine-1-carbonyl]-benzenesulfonamide), N1CCOCC1 (morpholine). Product: FC=1C=C(C=C(C1N1CCOCC1)C(=O)N1CCN(CC1)C1=CC=C(C=C1)C(F)(F)F)S(=O)(=O)NC (3-Fluoro-N-methyl-4-morpholin-4-yl-5-[4-(4-trifluoromethyl-phenyl)-piperazine-1-carbonyl]-benzenesulfonamide). RXN SMILES: [F:1][C:2]1[CH:3]=[C:4]([S:27]([NH:30][CH3:31])(=[O:29])=[O:28])[CH:5]=[C:6]([C:9]([N:11]2[CH2:16][CH2:15][N:14]([C:17]3[CH:22]=[CH:21][C:20]([C:23]([F:26])([F:25])[F:24])=[CH:19][CH:18]=3)[CH2:13][CH2:12]2)=[O:10])[C:7]=1F.[NH:32]1[CH2:37][CH2:36][O:35][CH2:34][CH2:33]1>>[F:1][C:2]1[CH:3]=[C:4]([S:27]([NH:30][CH3:31])(=[O:28])=[O:29])[CH:5]=[C:6]([C:9]([N:11]2[CH2:16][CH2:15][N:14]([C:17]3[CH:18]=[CH:19][C:20]([C:23]([F:26])([F:25])[F:24])=[CH:21][CH:22]=3)[CH2:13][CH2:12]2)=[O:10])[C:7]=1[N:32]1[CH2:37][CH2:36][O:35][CH2:34][CH2:33]1. Procedure: The title compound was prepared according to the procedure described for example 202 from 3,4-Difluoro-N-methyl-5-[4-(4-trifluoromethyl-phenyl)-piperazine-1-carbonyl]-benzenesulfonamide (example CC) and morpholine to yield the title compound as a colourless foam, MS (m/e): 531.1 (M+H, 100%). Reactants: CC(C)(C)O, CC=C(C)C, [O-][Cl+][O-], [Na+], CC(CC=O)c1c[nH]c2ccccc12. Yields the product CC(CC(=O)O)c1c[nH]c2ccccc12. As a reaction SMILES: [C:24]([OH:25])([CH3:26])([CH3:27])[CH3:28].[CH3:15][C:16](=[CH:17][CH3:18])[CH3:19].[Cl+:20]([O-:21])[O-:22].[Na+:23].[nH:1]1[cH:2][c:3]([CH:10]([CH2:11][CH:12]=[O:13])[CH3:14])[c:4]2[cH:5][cH:6][cH:7][cH:8][c:9]12>>[nH:1]1[cH:2][c:3]([CH:10]([CH2:11][C:12](=[O:13])[OH:21])[CH3:14])[c:4]2[cH:5][cH:6][cH:7][cH:8][c:9]12. The reactants are C(C)OC(=O)C=1C=2N=CC=NC2C(=CC1)C1=C(C(=CC(=C1F)OC)OC)F (8-(2,6-difluoro-3,5-dimethoxy-phenyl)-quinoxaline-5-carboxylic acid ethyl ester), [N+](=O)([O-])C=1NC=C(N1)CN1CC(NCC1)=O (4-(2-nitro-1H-imidazol-4-ylmethyl)-piperazin-2-one), CO.C1CCOC1 (MeOH THF), CO (MeOH). The reagents and catalysts are [Ni] (Raney nickel). Solvent: C(Cl)Cl.CO (DCM MeOH). Yields the product O=C1CN(CCN1)CC=1N=C(NC1)NC(=O)C=1C=2N=CC=NC2C(=CC1)C1=C(C(=CC(=C1F)OC)OC)F (8-(2,6-Difluoro-3,5-dimethoxy-phenyl)-quinoxaline-5-carboxylic acid [4-(3-oxo-piperazin-1-ylmethyl)-1H-imidazol-2-yl]-amide). Reaction SMILES: C(O[C:4]([C:6]1[C:7]2[N:8]=[CH:9][CH:10]=[N:11][C:12]=2[C:13]([C:16]2[C:21]([F:22])=[C:20]([O:23][CH3:24])[CH:19]=[C:18]([O:25][CH3:26])[C:17]=2[F:27])=[CH:14][CH:15]=1)=[O:5])C.CO.C1COCC1.CO.[N+:37]([C:40]1[NH:41][CH:42]=[C:43]([CH2:45][N:46]2[CH2:51][CH2:50][NH:49][C:48](=[O:52])[CH2:47]2)[N:44]=1)([O-])=O>[Ni].C(Cl)Cl.CO>[O:52]=[C:48]1[NH:49][CH2:50][CH2:51][N:46]([CH2:45][C:43]2[N:44]=[C:40]([NH:37][C:4]([C:6]3[C:7]4[N:8]=[CH:9][CH:10]=[N:11][C:12]=4[C:13]([C:16]4[C:17]([F:27])=[C:18]([O:25][CH3:26])[CH:19]=[C:20]([O:23][CH3:24])[C:21]=4[F:22])=[CH:14][CH:15]=3)=[O:5])[NH:41][CH:42]=2)[CH2:47]1 |f:1.2,6.7|. Procedure details: The title compound was prepared in analogy to the procedures described in Example 14 but using 8-(2,6-difluoro-3,5-dimethoxy-phenyl)-quinoxaline-5-carboxylic acid ethyl ester (Step 124.1), Raney nickel and MeOH/THF (1:1) instead of palladium on carbon and MeOH in Step 14.2, and 4-(2-nitro-1H-imidazol-4-ylmethyl)-piperazin-2-one (Step 142.1) instead of 2-nitroimidazole in Step 14.3. Title compound: ESI-MS: 524.1 [M+H]+; tR=3.10 min (System 1); TLC: Rf=0.23 (DCM/MeOH, 9:1). Reactants: C(COCCOCCOC)OCC(C(=O)O)Cl (3-(3,6,9-trioxadecyloxy)-2-chloropropionic acid), N (ammonia). Product: C(COCCOCCOC)OCC(C(=O)O)N (3-(3,6,9-trioxadecyloxy)-2-aminopropionic acid). The yield is 70.0%. As a reaction SMILES: [CH2:1]([O:11][CH2:12][CH:13](Cl)[C:14]([OH:16])=[O:15])[CH2:2][O:3][CH2:4][CH2:5][O:6][CH2:7][CH2:8][O:9][CH3:10].[NH3:18]>>[CH2:1]([O:11][CH2:12][CH:13]([NH2:18])[C:14]([OH:16])=[O:15])[CH2:2][O:3][CH2:4][CH2:5][O:6][CH2:7][CH2:8][O:9][CH3:10]. Reported procedure: This product is obtained with a melting point of 184°-185° C. and a yield of 70% by treatment of 3-(3,6,9-trioxadecyloxy)-2-chloropropionic acid (Ex. 11A) with 25% ammonia (1 mol/3.5 mol) at 115° C. for two hours and removal of the salts by passage through an ion exchange resin column. Reactants: ClC1=CC=C(C=C1)[C@@H]1N=C(N([C@@H]1C1=CC=C(C=C1)Cl)C(=O)Cl)C1=C(C=CC(=C1)C(C)(C)C#N)OCC ((4S,5R)-4,5-bis-(4-chloro-phenyl)-2-[5-(cyano-dimethyl-methyl)-2-ethoxy-phenyl]-4,5-dihydro-imidazole-1-carbonyl chloride), C(C)S(=O)(=O)N1CCNCC1 (1-ethanesulfonyl-piperazine). The product is ClC1=CC=C(C=C1)[C@@H]1N=C(N([C@@H]1C1=CC=C(C=C1)Cl)C(=O)N1CCN(CC1)S(=O)(=O)CC)C=1C=C(C=CC1OCC)C(C#N)(C)C (2-{3-[(4S,5R)-4,5-Bis-(4-chloro-phenyl)-1-(4-ethanesulfonyl-piperazine-1-carbonyl)-4,5-dihydro-1H-imidazol-2-yl]-4-ethoxy-phenyl}-2-methyl-propionitrile). RXN SMILES: [Cl:1][C:2]1[CH:7]=[CH:6][C:5]([C@H:8]2[C@@H:12]([C:13]3[CH:18]=[CH:17][C:16]([Cl:19])=[CH:15][CH:14]=3)[N:11]([C:20](Cl)=[O:21])[C:10]([C:23]3[CH:28]=[C:27]([C:29]([C:32]#[N:33])([CH3:31])[CH3:30])[CH:26]=[CH:25][C:24]=3[O:34][CH2:35][CH3:36])=[N:9]2)=[CH:4][CH:3]=1.[CH2:37]([S:39]([N:42]1[CH2:47][CH2:46][NH:45][CH2:44][CH2:43]1)(=[O:41])=[O:40])[CH3:38]>>[Cl:1][C:2]1[CH:7]=[CH:6][C:5]([C@H:8]2[C@@H:12]([C:13]3[CH:14]=[CH:15][C:16]([Cl:19])=[CH:17][CH:18]=3)[N:11]([C:20]([N:45]3[CH2:44][CH2:43][N:42]([S:39]([CH2:37][CH3:38])(=[O:40])=[O:41])[CH2:47][CH2:46]3)=[O:21])[C:10]([C:23]3[CH:28]=[C:27]([C:29]([CH3:30])([CH3:31])[C:32]#[N:33])[CH:26]=[CH:25][C:24]=3[O:34][CH2:35][CH3:36])=[N:9]2)=[CH:4][CH:3]=1. Procedure: 2-{3-[(4S,5R)-4,5-Bis-(4-chloro-phenyl)-1-(4-ethanesulfonyl-piperazine-1-carbonyl)-4,5-dihydro-1H-imidazol-2-yl]-4-ethoxy-phenyl}-2-methyl-propionitrile was prepared from (4S,5R)-4,5-bis-(4-chloro-phenyl)-2-[5-(cyano-dimethyl-methyl)-2-ethoxy-phenyl]-4,5-dihydro-imidazole-1-carbonyl chloride (example 12e) and 1-ethanesulfonyl-piperazine (example 14) in an analogous manner as described in example 25. LR-MS: 682.3 [(M+H)+]